This data is from the Open Reaction Database (ORD), a public repository of structured organic reaction records. The task is: describe an organic reaction: reactants, conditions, products, and yield Reactants: [Li+].[BH4-] (LiBH4), ClC=1C(=CC=2C3=C(N(C2C1)CC(=O)OCC)CCN(CC3)C(=O)OC(C)(C)C)Cl (tert-butyl 8,9-dichloro-6-(2-ethoxy-2-oxoethyl)-1,4,5,6-tetrahydroazepino[4,5-b]indole-3(2H)-carboxylate), [OH-].[Na+] (NaOH), CCOC(=O)C (EtOAc). The solvent is C1CCOC1 (THF), O (H2O). Conditions: time 17 hour. Yields the product ClC=1C(=CC=2C3=C(N(C2C1)CCO)CCN(CC3)C(=O)OC(C)(C)C)Cl (tert-Butyl 8,9-dichloro-6-(2-hydroxyethyl)-1,4,5,6-tetrahydroazepino[4,5-b]indole-3(2H)-carboxylate). The yield is 59.4%. RXN SMILES: [Cl:1][C:2]1[C:3]([Cl:29])=[CH:4][C:5]2[C:6]3[CH2:21][CH2:20][N:19]([C:22]([O:24][C:25]([CH3:28])([CH3:27])[CH3:26])=[O:23])[CH2:18][CH2:17][C:7]=3[N:8]([CH2:11][C:12](OCC)=[O:13])[C:9]=2[CH:10]=1.[Li+].[BH4-].[OH-].[Na+].CCOC(C)=O>C1COCC1.O>[Cl:1][C:2]1[C:3]([Cl:29])=[CH:4][C:5]2[C:6]3[CH2:21][CH2:20][N:19]([C:22]([O:24][C:25]([CH3:27])([CH3:26])[CH3:28])=[O:23])[CH2:18][CH2:17][C:7]=3[N:8]([CH2:11][CH2:12][OH:13])[C:9]=2[CH:10]=1 |f:1.2,3.4|. Reported procedure: A solution of tert-butyl 8,9-dichloro-6-(2-ethoxy-2-oxoethyl)-1,4,5,6-tetrahydroazepino[4,5-b]indole-3(2H)-carboxylate (0.95 g, 2.15 mmol) in dry THF (10 mL) was cooled to 0° C. Then, LiBH4 (0.14 g, 6.43 mmol) was added and the reaction was allowed to warm slowly to rt. After 17 h, the reaction was diluted with H2O (50 mL) followed by addition of 10% aqueous NaOH (10 mL) and extraction with EtOAc (3×50 mL). The combined organic extracts were washed with brine, dried over Na2SO4, decanted, and co... Reactants: CO, CC1CN(Cc2ccc(-c3cccnc3N3CCC(Nc4ccc(F)cc4)CC3)nc2)CCN1C(=O)OCc1ccccc1, [Pd]. Product: CC1CN(Cc2ccc(-c3cccnc3N3CCC(Nc4ccc(F)cc4)CC3)nc2)CCN1. Reaction SMILES: [CH3:45][OH:46].[F:1][c:2]1[cH:3][cH:4][c:5]([NH:8][CH:9]2[CH2:10][CH2:11][N:12]([c:15]3[n:16][cH:17][cH:18][cH:19][c:20]3-[c:21]3[n:22][cH:23][c:24]([CH2:27][N:28]4[CH2:29][CH:30]([CH3:44])[N:31]([C:34]([O:35][CH2:36][c:37]5[cH:38][cH:39][cH:40][cH:41][cH:42]5)=[O:43])[CH2:32][CH2:33]4)[cH:25][cH:26]3)[CH2:13][CH2:14]2)[cH:6][cH:7]1.[Pd:47]>>[F:1][c:2]1[cH:3][cH:4][c:5]([NH:8][CH:9]2[CH2:10][CH2:11][N:12]([c:15]3[n:16][cH:17][cH:18][cH:19][c:20]3-[c:21]3[n:22][cH:23][c:24]([CH2:27][N:28]4[CH2:29][CH:30]([CH3:44])[NH:31][CH2:32][CH2:33]4)[cH:25][cH:26]3)[CH2:13][CH2:14]2)[cH:6][cH:7]1.